This data is from the Open Reaction Database (ORD), a public repository of structured organic reaction records. The task is: describe an organic reaction: reactants, conditions, products, and yield Reactants: C(C)(C)N1CCN(CC1)C(=O)[C@@H]1CC[C@H](CC1)OC1=CC=C(C(=O)NN)C=C1 (trans-4-[4-(4-Isopropyl-piperazine-1-carbonyl)-cyclohexyloxy]-benzoic acid hydrazide), C(C(C)C)(=O)O (isobutyric acid), P(=O)(Cl)(Cl)Cl (phosphorus oxychloride), [OH-].[Na+] (NaOH). The yield is 36.3%. Procedure: A mixture of 100 mg (0.25 mmol) of trans-4-[4-(4-Isopropyl-piperazine-1-carbonyl)-cyclohexyloxy]-benzoic acid hydrazide, 0.06 ml (0.57 mmol) of isobutyric acid and 2 ml of phosphorus oxychloride was refluxed for 3 hr. To the mixture, 1N NaOH solution was added. The mixture was extracted with AcOEt, washed with saturated NaHCO3 solution, dried over Na2SO4, and evaporated. The residue was purified by column chromatography on silica eluting with dichloromethane and methanol=from 98:2 to 19:1. The c... As a reaction SMILES: [CH:1]([N:4]1[CH2:9][CH2:8][N:7]([C:10]([C@H:12]2[CH2:17][CH2:16][C@H:15]([O:18][C:19]3[CH:28]=[CH:27][C:22]([C:23]([NH:25][NH2:26])=[O:24])=[CH:21][CH:20]=3)[CH2:14][CH2:13]2)=[O:11])[CH2:6][CH2:5]1)([CH3:3])[CH3:2].[C:29](O)(=O)[CH:30]([CH3:32])[CH3:31].P(Cl)(Cl)(Cl)=O.[OH-].[Na+]>>[CH:30]([C:32]1[O:24][C:23]([C:22]2[CH:21]=[CH:20][C:19]([O:18][C@H:15]3[CH2:16][CH2:17][C@H:12]([C:10]([N:7]4[CH2:8][CH2:9][N:4]([CH:1]([CH3:3])[CH3:2])[CH2:5][CH2:6]4)=[O:11])[CH2:13][CH2:14]3)=[CH:28][CH:27]=2)=[N:25][N:26]=1)([CH3:31])[CH3:29] |f:3.4|. Product: C(C)(C)C1=NN=C(O1)C1=CC=C(O[C@@H]2CC[C@H](CC2)C(=O)N2CCN(CC2)C(C)C)C=C1 (trans-{4-[4-(5-Isopropyl-[1,3,4]oxadiazol-2-yl)-phenoxy]-cyclohexyl}-(4-isopropyl-piperazin-1-yl)-methanone). Starting materials: Cl, O=N[O-], [Na+], O, O=C(O)C1CCCN1. The product is O=NN1CCCC1C(=O)O. Reaction SMILES: [ClH:13].[N:9](=[O:10])[O-:11].[Na+:12].[OH2:14].[OH:1][C:2](=[O:3])[CH:4]1[CH2:5][CH2:6][CH2:7][NH:8]1>>[OH:1][C:2](=[O:3])[CH:4]1[CH2:5][CH2:6][CH2:7][N:8]1[N:9]=[O:10]. The reactants are CCOC(=O)C1(c2ccc(OC3CCN(C4CCC4)CC3)cc2)CCOCC1, Cl, [Na+], C1COCCO1, [OH-], O. The product is O=C(O)C1(c2ccc(OC3CCN(C4CCC4)CC3)cc2)CCOCC1. Reaction SMILES: [CH:3]1([N:7]2[CH2:8][CH2:9][CH:10]([O:13][c:14]3[cH:15][cH:16][c:17]([C:20]4([C:26](=[O:27])[O:28][CH2:29][CH3:30])[CH2:21][CH2:22][O:23][CH2:24][CH2:25]4)[cH:18][cH:19]3)[CH2:11][CH2:12]2)[CH2:4][CH2:5][CH2:6]1.[ClH:31].[Na+:2].[O:32]1[CH2:33][CH2:34][O:35][CH2:36][CH2:37]1.[OH-:1].[OH2:38]>>[CH:3]1([N:7]2[CH2:8][CH2:9][CH:10]([O:13][c:14]3[cH:15][cH:16][c:17]([C:20]4([C:26](=[O:27])[OH:28])[CH2:21][CH2:22][O:23][CH2:24][CH2:25]4)[cH:18][cH:19]3)[CH2:11][CH2:12]2)[CH2:4][CH2:5][CH2:6]1. Reactants: BrCCC1=CNC2=CC=C(C=C12)F (3-(2-bromo-ethyl)-5-fluoro-1H-indole), N1N=NC=C1 (1,2,3-triazole), C(C)N(C(C)C)C(C)C (ethyl-diisopropylamine). Run in C(Cl)(Cl)Cl (chloroform). The product is N1(N=NC=C1)CCC1=CNC2=CC=C(C=C12)F (3-(2-(1H-1,2,3-Triazol-1-yl)ethyl)-5-fluoro-1H-indole). Reaction SMILES: Br[CH2:2][CH2:3][C:4]1[C:12]2[C:7](=[CH:8][CH:9]=[C:10]([F:13])[CH:11]=2)[NH:6][CH:5]=1.[NH:14]1[CH:18]=[CH:17][N:16]=[N:15]1.C(N(C(C)C)C(C)C)C>C(Cl)(Cl)Cl>[N:14]1([CH2:2][CH2:3][C:4]2[C:12]3[C:7](=[CH:8][CH:9]=[C:10]([F:13])[CH:11]=3)[NH:6][CH:5]=2)[CH:18]=[CH:17][N:16]=[N:15]1. Procedure details: A solution of 3-(2-bromo-ethyl)-5-fluoro-1H-indole (7.26 g, 30 mmol), 1,2,3-triazole (2.07 g, 30 mmol) and ethyl-diisopropylamine (5.1 ml, 30 mmol) in abs. chloroform (70 ml) was boiled under reflux for 24 h. The reaction solution was then washed twice with water, dried over Na2SO4 and concentrated i. vac. and the residue which remained was purified by flash chromatography with EA/cyclohexane (1:1→4:1).).